This data is from the Open Reaction Database (ORD), a public repository of structured organic reaction records. The task is: describe an organic reaction: reactants, conditions, products, and yield Starting materials: CCCCCCCCCCCC(=O)Cl, CCCCCCCCCCCCCCCCCCNC1OC(CO)C(O)C(O)C1O, CC(C)O, [Na+], [Na+], O=C([O-])[O-], C1CCOC1, Cc1ccccc1. Product: CCCCCCCCCCCCCCCCCCN(C(=O)CCCCCCCCCCC)C1OC(CO)C(O)C(O)C1O. RXN SMILES: [C:37]([CH2:38][CH2:39][CH2:40][CH2:41][CH2:42][CH2:43][CH2:44][CH2:45][CH2:46][CH2:47][CH3:48])(=[O:49])[Cl:50].[CH2:1]([CH2:2][CH2:3][CH2:4][CH2:5][CH2:6][CH2:7][CH2:8][CH2:9][CH2:10][CH2:11][CH2:12][CH2:13][CH2:14][CH2:15][CH2:16][CH2:17][CH3:18])[NH:19][CH:20]1[CH:21]([OH:22])[CH:23]([OH:24])[CH:25]([OH:26])[CH:27]([CH2:29][OH:30])[O:28]1.[CH:51]([OH:52])([CH3:53])[CH3:54].[Na+:31].[Na+:32].[O-:33][C:34](=[O:35])[O-:36].[O:62]1[CH2:63][CH2:64][CH2:65][CH2:66]1.[c:55]1([CH3:56])[cH:57][cH:58][cH:59][cH:60][cH:61]1>>[CH2:1]([CH2:2][CH2:3][CH2:4][CH2:5][CH2:6][CH2:7][CH2:8][CH2:9][CH2:10][CH2:11][CH2:12][CH2:13][CH2:14][CH2:15][CH2:16][CH2:17][CH3:18])[N:19]([CH:20]1[CH:21]([OH:22])[CH:23]([OH:24])[CH:25]([OH:26])[CH:27]([CH2:29][OH:30])[O:28]1)[C:37]([CH2:38][CH2:39][CH2:40][CH2:41][CH2:42][CH2:43][CH2:44][CH2:45][CH2:46][CH2:47][CH3:48])=[O:49]. The reactants are P12(=S)SP3(=S)SP(=S)(S1)SP(=S)(S2)S3 (P2S5), C(#N)C1=CC=C(CCNC(OC(C)(C)C)=O)C=C1 (tert-butyl 4-cyanophenethylcarbamate), C(CN)N (ethylenediamine), N1=CC=C(C=C1)N1CC2(CC1)CCNCC2 (2-(pyridin-4-yl)-2,8-diazaspiro[4.5]decane). Run in ice. Reaction conditions: temperature 120 celsius. Yields the product N1C(=NCC1)C1=CC=C(C=C1)CCN (2-(4-(4,5-Dihydro-1H-imidazol-2-yl)phenyl)ethanamine). RXN SMILES: [N:1]1C=CC(N2CCC3(CCNCC3)C2)=[CH:3][CH:2]=1.P12(SP3(SP(SP(S3)(S1)=S)(=S)S2)=S)=S.[C:31]([C:33]1[CH:48]=[CH:47][C:36]([CH2:37][CH2:38][NH:39]C(=O)OC(C)(C)C)=[CH:35][CH:34]=1)#[N:32].C(N)CN>>[NH:1]1[CH2:2][CH2:3][N:32]=[C:31]1[C:33]1[CH:34]=[CH:35][C:36]([CH2:37][CH2:38][NH2:39])=[CH:47][CH:48]=1. Procedure details: Boc2O (818 mg, 3.75 mmol, 1.5 eq.) was added to a stirred solution of 2-(4-bromophenyl)ethanamine (500 mg, 2.5 mmol, 1.0 eq.) and TEA (1.5 ml, 7.5 mmol, 3.0 eq.) in DCM (25 ml) at 0° C. and resulting reaction mixture is stirred at 25° C. for 6 h. The reaction mixture was diluted with DCM (75 ml), washed with water (2×50 ml) and brine (50 ml) and dried over Na2SO4. The solvent was evaporated under reduced pressure and the residue triturated with hexanes to yield the desired product as an off whit... The reactants are COC(C)(C)C, C1CCOC1, CC(C)I, [K+], [OH-], Cc1cc(C=O)cc(C)c1O. Product: Cc1cc(C=O)cc(C)c1OC(C)C. RXN SMILES: [C:23]([O:24][CH3:25])([CH3:26])([CH3:27])[CH3:28].[CH2:18]1[O:19][CH2:20][CH2:21][CH2:22]1.[I:14][CH:15]([CH3:16])[CH3:17].[K+:13].[OH-:12].[OH:1][c:2]1[c:3]([CH3:11])[cH:4][c:5]([CH:6]=[O:7])[cH:8][c:9]1[CH3:10]>>[O:1]([c:2]1[c:3]([CH3:11])[cH:4][c:5]([CH:6]=[O:7])[cH:8][c:9]1[CH3:10])[CH:15]([CH3:16])[CH3:17]. The product is CC(C)(C)C(=O)Nc1cnc2ccccc2c1Cl. As a reaction SMILES: [CH3:13][C:14]([C:15](=[O:16])[Cl:17])([CH3:18])[CH3:19].[Cl:20][CH:21]([Cl:22])[CH3:23].[Cl:24][CH2:25][Cl:26].[NH2:1][c:2]1[cH:3][n:4][c:5]2[cH:6][cH:7][cH:8][cH:9][c:10]2[c:11]1[Cl:12]>>[NH:1]([c:2]1[cH:3][n:4][c:5]2[cH:6][cH:7][cH:8][cH:9][c:10]2[c:11]1[Cl:12])[C:15]([C:14]([CH3:13])([CH3:18])[CH3:19])=[O:16]. Starting materials: CC(C)(C)C(=O)Cl, CC(Cl)Cl, ClCCl, Nc1cnc2ccccc2c1Cl. Reactants: C1(=CC=CC=C1)C=1NC2=CC=CC=C2C1C[C@@H]1NCCCC1 (2-phenyl-3-(piperidin-2(R)-ylmethyl)-1H-indole), C(#N)[BH3-].[Na+] (sodium cyanoborohydride), C=O (formaldehyde), C(C)(=O)O (acetic acid). Solvent: CO (methanol), CO (methanol). Run at time 3 hour. Product: CN1[C@H](CCCC1)CC1=C(NC2=CC=CC=C12)C1=CC=CC=C1 (3-(1-methylpiperidin-2(R)-ylmethyl)-2-phenyl-1H-indole). Yield: 18.4%. As a reaction SMILES: [C:1]1([C:7]2[NH:8][C:9]3[C:14]([C:15]=2[CH2:16][C@H:17]2[CH2:22][CH2:21][CH2:20][CH2:19][NH:18]2)=[CH:13][CH:12]=[CH:11][CH:10]=3)[CH:6]=[CH:5][CH:4]=[CH:3][CH:2]=1.[C:23]([BH3-])#N.[Na+].C=O.C(O)(=O)C>CO>[CH3:23][N:18]1[CH2:19][CH2:20][CH2:21][CH2:22][C@@H:17]1[CH2:16][C:15]1[C:14]2[C:9](=[CH:10][CH:11]=[CH:12][CH:13]=2)[NH:8][C:7]=1[C:1]1[CH:2]=[CH:3][CH:4]=[CH:5][CH:6]=1 |f:1.2|. Procedure: To a solution of 1.1 g (3.8 mmol) of 2-phenyl-3-(piperidin-2(R)-ylmethyl)-1H-indole and 238 mg (3.8 mmol) of sodium cyanoborohydride in methanol (20 ml) at 0° C. was added a solution of formaldehyde (527 mg of a 37% w/w aqueous solution) and glacial acetic acid (0.5 ml, 8.7 mmol) in methanol (10 ml). After stirring at room temperature for 3 hr the reaction was evaporated in vacuo. The residue was partitioned between saturated potassium carbonate (20 ml) and EtOAc (20 ml), the organic layer separ... The reactants are ClC1=CC=C(C=C1)C1=NC2=CC=CC=C2C(N1CCO)=O (2-(4-chlorophenyl)-3-(2-hydroxyethyl)-4(3H)-quinazolinone), Br (HBr). The solvent is O (water), O (water). Yields the product Br.BrCCN1C(=NC2=CC=CC=C2C1=O)C1=CC=C(C=C1)Cl (3-(2-bromoethyl)-2-(4-chlorophenyl)-4(3H)-quinazolinone monohydrobromide). Isolated yield 78.0%. Reaction SMILES: [Cl:1][C:2]1[CH:7]=[CH:6][C:5]([C:8]2[N:17]([CH2:18][CH2:19]O)[C:16](=[O:21])[C:15]3[C:10](=[CH:11][CH:12]=[CH:13][CH:14]=3)[N:9]=2)=[CH:4][CH:3]=1.[BrH:22]>O>[BrH:22].[Br:22][CH2:19][CH2:18][N:17]1[C:16](=[O:21])[C:15]2[C:10](=[CH:11][CH:12]=[CH:13][CH:14]=2)[N:9]=[C:8]1[C:5]1[CH:6]=[CH:7][C:2]([Cl:1])=[CH:3][CH:4]=1 |f:3.4|. Procedure: A mixture of 2-(4-chlorophenyl)-3-(2-hydroxyethyl)-4(3H)-quinazolinone (0.068 mol) and HBr in water 46% (200 ml) was stirred and refluxed for 90 minutes. 300 ml of water was added. The crystallized product was filtered off and dried (fraction 1). The filtrate (oil) was solidified (fraction 2). Both fractions were combined, yielding 23.5 g (78%) of 3-(2-bromoethyl)-2-(4-chlorophenyl)-4(3H)-quinazolinone monohydrobromide; mp. 214.0° C. (interm. 19).